From a dataset of the Open Reaction Database (ORD), a public repository of structured organic reaction records. describe an organic reaction: reactants, conditions, products, and yield Product: O=C(O)c1cc(OC(F)(F)F)ccc1O. Reaction SMILES: [C:13]([O-:14])([O-:15])=[O:16].[F:1][C:2]([O:3][c:4]1[cH:5][cH:6][c:7]([OH:10])[cH:8][cH:9]1)([F:11])[F:12].[K+:17].[K+:18].[O:19]=[C:20]=[O:21].[OH2:22]>>[F:1][C:2]([O:3][c:4]1[cH:5][cH:6][c:7]([OH:10])[c:8]([C:13](=[O:14])[OH:15])[cH:9]1)([F:11])[F:12]. Starting materials: O=C([O-])[O-], Oc1ccc(OC(F)(F)F)cc1, [K+], [K+], O=C=O, O. The reactants are CCOC(=O)c1ccc(N)cc1, Cc1ccccc1, O=Cc1ccc(F)c(Cl)c1, Cc1ccc(S(=O)(=O)O)cc1. The product is CCOC(=O)c1ccc(N=Cc2ccc(F)c(Cl)c2)cc1. RXN SMILES: [CH2:1]([CH3:2])[O:3][C:4]([c:5]1[cH:6][cH:7][c:8]([NH2:11])[cH:9][cH:10]1)=[O:12].[CH3:34][c:35]1[cH:36][cH:37][cH:38][cH:39][cH:40]1.[Cl:13][c:14]1[cH:15][c:16]([CH:17]=[O:18])[cH:19][cH:20][c:21]1[F:22].[c:23]1([CH3:24])[cH:25][cH:26][c:27]([S:28]([OH:29])(=[O:30])=[O:31])[cH:32][cH:33]1>>[CH2:1]([CH3:2])[O:3][C:4]([c:5]1[cH:6][cH:7][c:8]([N:11]=[CH:17][c:16]2[cH:15][c:14]([Cl:13])[c:21]([F:22])[cH:20][cH:19]2)[cH:9][cH:10]1)=[O:12]. Reactants: CC(C)c1cc(C#N)cc2nc(-c3ccc(C(=O)NCC4CCCN(C(=O)OC(C)(C)C)C4)cc3)oc12, ClCCl, O=C(O)C(F)(F)F, c1ccc2ocnc2c1. The product is CC(C)c1cc(C#N)cc2nc(-c3ccc(C(=O)NCC4CCCNC4)cc3)oc12. RXN SMILES: [C:10]([O:11][C:12](=[O:13])[N:17]1[CH2:18][CH:19]([CH2:23][NH:24][C:25]([c:26]2[cH:27][cH:28][c:29](-[c:32]3[o:33][c:34]4[c:35]([n:36]3)[cH:37][c:38]([C:44]#[N:45])[cH:39][c:40]4[CH:41]([CH3:42])[CH3:43])[cH:30][cH:31]2)=[O:46])[CH2:20][CH2:21][CH2:22]1)([CH3:14])([CH3:15])[CH3:16].[Cl:54][CH2:55][Cl:56].[OH:47][C:48]([C:49]([F:50])([F:51])[F:52])=[O:53].[o:1]1[c:2]2[cH:3][cH:4][cH:5][cH:6][c:7]2[n:8][cH:9]1>>[NH:17]1[CH2:18][CH:19]([CH2:23][NH:24][C:25]([c:26]2[cH:27][cH:28][c:29](-[c:32]3[o:33][c:34]4[c:35]([n:36]3)[cH:37][c:38]([C:44]#[N:45])[cH:39][c:40]4[CH:41]([CH3:42])[CH3:43])[cH:30][cH:31]2)=[O:46])[CH2:20][CH2:21][CH2:22]1.